This data is from the Open Reaction Database (ORD), a public repository of structured organic reaction records. The task is: describe an organic reaction: reactants, conditions, products, and yield Starting materials: ClCCl, CN, O=C(Cl)COC(=O)C(Cl)Cl, O. Product: CNC(=O)COC(=O)C(Cl)Cl. RXN SMILES: [CH2:14]([Cl:15])[Cl:16].[CH3:1][NH2:2].[Cl:3][CH:4]([C:5](=[O:6])[O:7][CH2:8][C:9](=[O:10])[Cl:11])[Cl:12].[OH2:13]>>[CH3:1][NH:2][C:9]([CH2:8][O:7][C:5]([CH:4]([Cl:3])[Cl:12])=[O:6])=[O:10].